This data is from the Open Reaction Database (ORD), a public repository of structured organic reaction records. The task is: describe an organic reaction: reactants, conditions, products, and yield The reactants are C(C=1C(O)=CC=CC1)(=O)NN (salicylhydrazide), ClC(=O)OC(Cl)(Cl)Cl (trichloromethyl chloroformate), ice water. The solvent is O1CCOCC1 (p-dioxane). Run at temperature 25 celsius, time 0.5 hour. Yields the product OC1=C(C=CC=C1)C1=NNC(O1)=O (5-(2-Hydroxyphenyl)-1,3,4-oxadiazol-2(3H)-one). The yield is 76.9%. RXN SMILES: [C:1]([NH:10][NH2:11])(=[O:9])[C:2]1[C:3](=[CH:5][CH:6]=[CH:7][CH:8]=1)[OH:4].Cl[C:13](OC(Cl)(Cl)Cl)=[O:14]>O1CCOCC1>[OH:4][C:3]1[CH:5]=[CH:6][CH:7]=[CH:8][C:2]=1[C:1]1[O:9][C:13](=[O:14])[NH:11][N:10]=1. Procedure details: To a solution of 10 g of salicylhydrazide in 100 ml of p-dioxane was added dropwise 13.1 g of trichloromethyl chloroformate while maintaining the temperature at 20°-30° C. with external cooling. After stirring at 25° C. for 0.5 hours, the suspension was refluxed for 4 hours then cooled to 25° C. and poured into excess ice-water. The mixture was filtered and the residue was recrystallized from acetonitrile to yield 9.0 g of the subject compound; m.p. 198°-200° C. Starting materials: FC(C(=O)O)(F)F (Trifluoroacetic acid), ClCCl (dichloromethane), O1C(CCCC1)N1N=CC2=CC(=CC=C12)NC1=CC=C(C(=O)OC(C)(C)C)C=C1 (tert-butyl 4-{1-(2-tetrahydropyranyl)-1H-indazol-5-ylamino}benzoate), C(O)([O-])=O.[Na+] (sodium hydrogencarbonate). Solvent: C(C)(=O)OCC (ethyl acetate). Run at time 3 hour. Product: N1N=CC2=CC(=CC=C12)NC1=CC=C(C(=O)O)C=C1 (4-(1H-indazole-5-ylamino)benzoic acid). Yield: 34.9%. Reaction SMILES: FC(F)(F)C(O)=O.ClCCl.O1CCCCC1[N:17]1[C:25]2[C:20](=[CH:21][C:22]([NH:26][C:27]3[CH:39]=[CH:38][C:30]([C:31]([O:33]C(C)(C)C)=[O:32])=[CH:29][CH:28]=3)=[CH:23][CH:24]=2)[CH:19]=[N:18]1.C(=O)([O-])O.[Na+]>C(OCC)(=O)C>[NH:17]1[C:25]2[C:20](=[CH:21][C:22]([NH:26][C:27]3[CH:39]=[CH:38][C:30]([C:31]([OH:33])=[O:32])=[CH:29][CH:28]=3)=[CH:23][CH:24]=2)[CH:19]=[N:18]1 |f:3.4|. Procedure: Trifluoroacetic acid (5 ml) was added to a dichloromethane solution (5 ml) of tert-butyl 4-{1-(2-tetrahydropyranyl)-1H-indazol-5-ylamino}benzoate (205 mg, 0.521 mmol), and the resulting mixture was stirred at room temperature for 3 hours. The mixture was added dropwise to saturated aqueous sodium hydrogencarbonate solution/ethyl acetate and then extracted with ethyl acetate. The extract solution was washed with a saturated aqueous sodium chloride solution, dried over sodium sulfate, and then dis...